From a dataset of the Open Reaction Database (ORD), a public repository of structured organic reaction records. describe an organic reaction: reactants, conditions, products, and yield Starting materials: BrC1=NC=CC=C1F (2-Bromo-3-fluoropyridine), FC1=C(C=C(C=C1)[N+](=O)[O-])B1OC(C(O1)(C)C)(C)C (2-(2-fluoro-5-nitrophenyl)-4,4,5,5-tetramethyl-[1,3,2]dioxaborolane). The product is FC=1C(=NC=CC1)C1=C(C=CC(=C1)[N+](=O)[O-])F (3-fluoro-2-(2-fluoro-5-nitrophenyl)pyridine). Reaction SMILES: Br[C:2]1[C:7]([F:8])=[CH:6][CH:5]=[CH:4][N:3]=1.[F:9][C:10]1[CH:15]=[CH:14][C:13]([N+:16]([O-:18])=[O:17])=[CH:12][C:11]=1B1OC(C)(C)C(C)(C)O1>>[F:8][C:7]1[C:2]([C:11]2[CH:12]=[C:13]([N+:16]([O-:18])=[O:17])[CH:14]=[CH:15][C:10]=2[F:9])=[N:3][CH:4]=[CH:5][CH:6]=1. Procedure details: 2-Bromo-3-fluoropyridine, prepared according to the procedure of Queguiner et al. in Tetrahedron, 1983, 39, 2009-21, was coupled with 2-(2-fluoro-5-nitrophenyl)-4,4,5,5-tetramethyl-[1,3,2]dioxaborolane (as prepared in Example 2, part a)) by the method of Example 2, part b) to yield 3-fluoro-2-(2-fluoro-5-nitrophenyl)pyridine, which was transformed into 2-(5-bromo-2-fluorophenyl)-3-fluoropyridine by the method of Example 4, parts b) and c). This was converted into 4-fluoro-3-(3-fluoropyridin-2-yl... The reactants are C(C)C1=CC=CC=C1 (ethylbenzene), C=CC1=CC=CC=C1 (styrene), C(C=C)#N (acrylonitrile), C(C)(C)(C)OOC(C)(C)C (di-tertiary-butyl peroxide). Run in C(Cl)(Cl)Cl (chloroform). Conditions: temperature 60 celsius, time 2.5 hour. Yields the product C(C=C)#N.C=CC1=CC=CC=C1 (acrylonitrile styrene). RXN SMILES: [CH2:1]([C:3]1[CH:8]=[CH:7][CH:6]=[CH:5][CH:4]=1)[CH3:2].C=CC1C=CC=CC=1.[C:17](#[N:20])[CH:18]=[CH2:19].C(OOC(C)(C)C)(C)(C)C>C(Cl)(Cl)Cl>[C:17](#[N:20])[CH:18]=[CH2:19].[CH2:2]=[CH:1][C:3]1[CH:8]=[CH:7][CH:6]=[CH:5][CH:4]=1 |f:5.6|. Procedure details: Fifty grams of PPO ([η]=0.49, chloroform, 25° C.), 50 g of ethylbenzene, 70 g of styrene, 30 g of acrylonitrile and 1.5 g of di-tertiary-butyl peroxide were charged into a 500 cc autoclave, and stirred at 60° C. to achieve uniform dissolution, after which the inside of the autoclave was displaced with nitrogen gas. The temperature of the reaction vessel was controlled to 140° C., and graft polymerization was effected for 2.5 hours. After completion of the reaction, the contents were withdrawn, a... Reactants: CN(C)C=O, Cc1cc2c(c3ccc(=O)[nH]c13)OC(CCCl)C2, N#C[K], O. The product is Cc1cc2c(c3ccc(=O)[nH]c13)OC(CCC#N)C2. As a reaction SMILES: [CH3:23][N:24]([CH3:25])[CH:26]=[O:27].[Cl:1][CH2:2][CH2:3][CH:4]1[CH2:5][c:6]2[c:7]([c:8]3[cH:9][cH:10][c:11](=[O:17])[nH:12][c:13]3[c:14]([CH3:16])[cH:15]2)[O:18]1.[K:19][C:20]#[N:21].[OH2:22]>>[CH2:2]([CH2:3][CH:4]1[CH2:5][c:6]2[c:7]([c:8]3[cH:9][cH:10][c:11](=[O:17])[nH:12][c:13]3[c:14]([CH3:16])[cH:15]2)[O:18]1)[C:20]#[N:21]. The reactants are COc1ccc(C2(c3nnc4ncc(-c5ccc([N+](=O)[O-])cc5)nn34)CC2)cc1, COc1ccc(C2(c3nnc4nc(-c5ccc([N+](=O)[O-])cc5)cnn34)CC2)cc1, CO, [H][H], [Pt]. The product is COc1ccc(C2(c3nnc4nc(-c5ccc(N)cc5)cnn34)CC2)cc1. Reaction SMILES: [CH3:1][O:2][c:3]1[cH:4][cH:5][c:6]([C:7]2([c:8]3[n:9]4[n:10][c:11](-[c:12]5[cH:13][cH:14][c:15]([N+:16]([O-:17])=[O:18])[cH:19][cH:20]5)[cH:21][n:22][c:23]4[n:24][n:25]3)[CH2:26][CH2:27]2)[cH:28][cH:29]1.[CH3:30][O:31][c:32]1[cH:33][cH:34][c:35]([C:38]2([c:41]3[n:42][n:43][c:44]4[n:45]3[n:46][cH:47][c:48](-[c:50]3[cH:51][cH:52][c:53]([N+:56]([O-:57])=[O:58])[cH:54][cH:55]3)[n:49]4)[CH2:39][CH2:40]2)[cH:36][cH:37]1.[CH3:59][OH:60].[H:61][H:62].[Pt:63]>>[CH3:30][O:31][c:32]1[cH:33][cH:34][c:35]([C:38]2([c:41]3[n:42][n:43][c:44]4[n:45]3[n:46][cH:47][c:48](-[c:50]3[cH:51][cH:52][c:53]([NH2:56])[cH:54][cH:55]3)[n:49]4)[CH2:39][CH2:40]2)[cH:36][cH:37]1. The product is COC(C1=CC=CC=C1C1OOCC1C)=O (5-methyl-2,3-dioxolanebenzoic acid methyl ester). Reagents/catalysts: C=1C=CC(=CC1)[P](C=2C=CC=CC2)(C=3C=CC=CC3)[Pd]([P](C=4C=CC=CC4)(C=5C=CC=CC5)C=6C=CC=CC6)([P](C=7C=CC=CC7)(C=8C=CC=CC8)C=9C=CC=CC9)[P](C=1C=CC=CC1)(C=1C=CC=CC1)C=1C=CC=CC1 (tetrakis(triphenylphosphine)palladium). Reported procedure: A suspension of 5-iodo-2,3-dioxolanebenzoic acid methyl ester (0.1 g, 0.32 mmol), potassium carbonate (0.048 g, 0.35 mmol), tetrakis(triphenylphosphine)palladium (1 mol %) and trimethylboraxine (0.089 ml, 0.64 mmol) in 1,4-dioxane (5 ml) is stirred under nitrogen at 105° C. for 10 hours. Solvent is removed and the residue is taken in ethyl acetate (50 ml). This mixture is washed with water (30 ml), dried with sodium sulphate and evaporated. Purification by chromatography (ethyl acetate/hexane 5:... As a reaction SMILES: [CH3:1][O:2][C:3](=[O:16])[C:4]1[C:9]([CH:10]2[CH:14](I)[CH2:13][O:12][O:11]2)=[CH:8][CH:7]=[CH:6][CH:5]=1.[C:17](=O)([O-])[O-].[K+].[K+]>O1CCOCC1.C1C=CC([P]([Pd]([P](C2C=CC=CC=2)(C2C=CC=CC=2)C2C=CC=CC=2)([P](C2C=CC=CC=2)(C2C=CC=CC=2)C2C=CC=CC=2)[P](C2C=CC=CC=2)(C2C=CC=CC=2)C2C=CC=CC=2)(C2C=CC=CC=2)C2C=CC=CC=2)=CC=1>[CH3:1][O:2][C:3](=[O:16])[C:4]1[C:9]([CH:10]2[CH:14]([CH3:17])[CH2:13][O:12][O:11]2)=[CH:8][CH:7]=[CH:6][CH:5]=1 |f:1.2.3,^1:32,34,53,72|. The solvent is O1CCOCC1 (1,4-dioxane). Starting materials: COC(C1=CC=CC=C1C1OOCC1I)=O (5-iodo-2,3-dioxolanebenzoic acid methyl ester), C([O-])([O-])=O.[K+].[K+] (potassium carbonate). Run at temperature 105 celsius, time 10 hour. Reported procedure: With the procedure of Example 1, the reaction of 3,4-ethylenedioxyphenethylamine with 4-chloro-2-(pyridin-4-yl)-5-methyl-thieno-[2,3-d]-pyrimidine yields 2-(pyridin-4-yl)-4-(3,4-ethylenedioxyphenethylamino)-5-methyl-thieno-[2,3-d]-pyrimidine. Yields the product N1=CC=C(C=C1)C=1N=C(C2=C(N1)SC=C2C)NCCC2=CC1=C(C=C2)OCCO1 (2-(pyridin-4-yl)-4-(3,4-ethylenedioxyphenethylamino)-5-methyl-thieno-[2,3-d]-pyrimidine). Reaction SMILES: [CH2:1]1[CH2:13][O:12][C:11]2[CH:10]=[CH:9][C:5]([CH2:6][CH2:7][NH2:8])=[CH:4][C:3]=2[O:2]1.Cl[C:15]1[C:16]2[C:29]([CH3:30])=[CH:28][S:27][C:17]=2[N:18]=[C:19]([C:21]2[CH:26]=[CH:25][N:24]=[CH:23][CH:22]=2)[N:20]=1>>[N:24]1[CH:23]=[CH:22][C:21]([C:19]2[N:20]=[C:15]([NH:8][CH2:7][CH2:6][C:5]3[CH:9]=[CH:10][C:11]4[O:12][CH2:13][CH2:1][O:2][C:3]=4[CH:4]=3)[C:16]3[C:29]([CH3:30])=[CH:28][S:27][C:17]=3[N:18]=2)=[CH:26][CH:25]=1. Starting materials: C1OC=2C=C(CCN)C=CC2OC1 (3,4-ethylenedioxyphenethylamine), ClC=1C2=C(N=C(N1)C1=CC=NC=C1)SC=C2C (4-chloro-2-(pyridin-4-yl)-5-methyl-thieno-[2,3-d]-pyrimidine).